Dataset: the Open Reaction Database (ORD), a public repository of structured organic reaction records. Task: describe an organic reaction: reactants, conditions, products, and yield Reactants: CC(O)c1ccnc(Br)c1, CC(=O)OI1(OC(C)=O)(OC(C)=O)OC(=O)c2ccccc21, ClCCl. Product: CC(=O)c1ccnc(Br)c1. As a reaction SMILES: [Br:1][c:2]1[n:3][cH:4][cH:5][c:6]([CH:8]([CH3:9])[OH:10])[cH:7]1.[CH3:11][C:12]([O:13][I:14]1([O:24][C:25]([CH3:26])=[O:27])([O:28][C:29]([CH3:30])=[O:31])[c:15]2[c:16]([cH:17][cH:18][cH:19][cH:20]2)[C:21](=[O:22])[O:23]1)=[O:32].[Cl:33][CH2:34][Cl:35]>>[Br:1][c:2]1[n:3][cH:4][cH:5][c:6]([C:8]([CH3:9])=[O:10])[cH:7]1. The reactants are N1C=C(C2=CC=CC=C12)C1CCC(CC1)=O (4-(1H-indol-3-yl)-cyclohexanone), C(C)(=O)O (acetic acid), N1C=CC2=C(C=CC=C12)N1CCNCC1 (1-(indol-4-yl)piperazine), C(C)(=O)O[BH-](OC(C)=O)OC(C)=O.[Na+] (sodium triacetoxyborohydride). Solvent: ClCCCl (1,2-dichloroethane). Conditions: time 8 hour. Yields the product N1C=CC2=C(C=CC=C12)N1CCN(CC1)[C@H]1CC[C@H](CC1)C1=CNC2=CC=CC=C12 (3-[cis-4-[4-(1H-Indol-4-yl)-1-piperazinyl]cyclohexyl]-1H-indole). Isolated yield 52.2%. Reaction SMILES: [NH:1]1[C:9]2[C:4](=[CH:5][CH:6]=[CH:7][CH:8]=2)[C:3]([CH:10]2[CH2:15][CH2:14][C:13](=O)[CH2:12][CH2:11]2)=[CH:2]1.[NH:17]1[C:25]2[C:20](=[C:21]([N:26]3[CH2:31][CH2:30][NH:29][CH2:28][CH2:27]3)[CH:22]=[CH:23][CH:24]=2)[CH:19]=[CH:18]1.C(O[BH-](OC(=O)C)OC(=O)C)(=O)C.[Na+].C(O)(=O)C>ClCCCl>[NH:17]1[C:25]2[C:20](=[C:21]([N:26]3[CH2:31][CH2:30][N:29]([C@@H:13]4[CH2:14][CH2:15][C@H:10]([C:3]5[C:4]6[C:9](=[CH:8][CH:7]=[CH:6][CH:5]=6)[NH:1][CH:2]=5)[CH2:11][CH2:12]4)[CH2:28][CH2:27]3)[CH:22]=[CH:23][CH:24]=2)[CH:19]=[CH:18]1 |f:2.3|. Procedure details: A solution of 4-(1H-indol-3-yl)-cyclohexanone (0.53 g,2.5 mmol), 1-(indol-4-yl)piperazine (0.5 g, 2.5 mmol), sodium triacetoxyborohydride (0.78 g, 3.5 mmol) and acetic acid (0.14 ml, 2.5 mmol) in 1,2-dichloroethane (11 ml) was allowed to stir at room temperature overnight. The reaction was quenched with 1N sodium hydroxide (10 ml), extracted with methylene chloride (3×60 ml), and washed with brine (3×60 ml). The organic layer was dried over anhydrous sodium sulfate and filtered. Chromatography (... The reactants are NC(=O)C(O)c1cn(C2CCN(Cc3ccccc3)CC2)c2ccccc12, C[Si](C)(C)Cl, CC#N, [I-], [Na+]. Product: NC(=O)Cc1cn(C2CCN(Cc3ccccc3)CC2)c2ccccc12. As a reaction SMILES: [CH2:8]([c:9]1[cH:10][cH:11][cH:12][cH:13][cH:14]1)[N:15]1[CH2:16][CH2:17][CH:18]([n:21]2[cH:22][c:23]([CH:30]([C:31](=[O:32])[NH2:33])[OH:34])[c:24]3[cH:25][cH:26][cH:27][cH:28][c:29]23)[CH2:19][CH2:20]1.[CH3:1][Si:2]([Cl:3])([CH3:4])[CH3:5].[CH3:35][C:36]#[N:37].[I-:7].[Na+:6]>>[CH2:8]([c:9]1[cH:10][cH:11][cH:12][cH:13][cH:14]1)[N:15]1[CH2:16][CH2:17][CH:18]([n:21]2[cH:22][c:23]([CH2:30][C:31](=[O:32])[NH2:33])[c:24]3[cH:25][cH:26][cH:27][cH:28][c:29]23)[CH2:19][CH2:20]1. Starting materials: CC(C)(C)C1(C(F)n2cncn2)CO1, COCCOCCOC, Oc1ccc(F)cc1, O. Product: CC(C)(C)C(O)(COc1ccc(F)cc1)C(F)n1cncn1. As a reaction SMILES: [C:1]([CH3:2])([CH3:3])([CH3:4])[C:5]1([CH:8]([F:9])[n:10]2[n:11][cH:12][n:13][cH:14]2)[O:6][CH2:7]1.[CH3:24][O:25][CH2:26][CH2:27][O:28][CH2:29][CH2:30][O:31][CH3:32].[F:15][c:16]1[cH:17][cH:18][c:19]([OH:22])[cH:20][cH:21]1.[OH2:23]>>[C:1]([CH3:2])([CH3:3])([CH3:4])[C:5]([OH:6])([CH2:7][O:22][c:19]1[cH:18][cH:17][c:16]([F:15])[cH:21][cH:20]1)[CH:8]([F:9])[n:10]1[n:11][cH:12][n:13][cH:14]1. Reactants: CCOC(=O)Cl, Nc1ccc(C(=O)c2ccccc2)cc1COC1CCCCO1, O, c1ccncc1. Yields the product CCOC(=O)Nc1ccc(C(=O)c2ccccc2)cc1COC1CCCCO1. Reaction SMILES: [Cl:30][C:31](=[O:32])[O:33][CH2:34][CH3:35].[NH2:1][c:2]1[c:3]([CH2:16][O:17][CH:18]2[O:19][CH2:20][CH2:21][CH2:22][CH2:23]2)[cH:4][c:5]([C:8](=[O:9])[c:10]2[cH:11][cH:12][cH:13][cH:14][cH:15]2)[cH:6][cH:7]1.[OH2:36].[cH:24]1[cH:25][cH:26][n:27][cH:28][cH:29]1>>[NH:1]([c:2]1[c:3]([CH2:16][O:17][CH:18]2[O:19][CH2:20][CH2:21][CH2:22][CH2:23]2)[cH:4][c:5]([C:8](=[O:9])[c:10]2[cH:11][cH:12][cH:13][cH:14][cH:15]2)[cH:6][cH:7]1)[C:31](=[O:32])[O:33][CH2:34][CH3:35]. Reactants: O=C1CCC(=O)N1Cl, NC(=O)CN1C(=O)Cc2ccccc21, O, O=S(=O)(O)O. Product: NC(=O)CN1C(=O)Cc2cc(Cl)ccc21. Reaction SMILES: [Cl:15][N:16]1[C:17](=[O:18])[CH2:19][CH2:20][C:21]1=[O:22].[O:1]=[C:2]1[N:3]([CH2:11][C:12](=[O:13])[NH2:14])[c:4]2[cH:5][cH:6][cH:7][cH:8][c:9]2[CH2:10]1.[OH2:23].[S:24](=[O:25])(=[O:26])([OH:27])[OH:28]>>[O:1]=[C:2]1[N:3]([CH2:11][C:12](=[O:13])[NH2:14])[c:4]2[cH:5][cH:6][c:7]([Cl:15])[cH:8][c:9]2[CH2:10]1. Reactants: C(C)(C)[C@]1(C[C@@H](CC1)NC(OC(C)(C)C)=O)C(=O)N1CCN(CC1)C1=NC=CC(=N1)C(F)(F)F (tert-Butyl [(1R,3S)-3-isopropyl-3-({4-[4-(trifluoromethyl)pyrimidin-2-yl]piperazin-1-yl}carbonyl)cyclopentyl]carbamate). Solvent: solution, Cl (HCl), O1CCOCC1 (1,4-dioxane). Reaction conditions: time 1 hour. The product is C(C)(C)[C@]1(C[C@@H](CC1)N)C(=O)N1CCN(CC1)C1=NC=CC(=N1)C(F)(F)F ((1R,3S)-3-Isopropyl-3-({4-[4-(trifluoromethyl)pyrimidin-2-yl]piperazin-1-yl}carbonyl)cyclopentanamine). The yield is 116.8%. Reaction SMILES: [CH:1]([C@:4]1([C:17]([N:19]2[CH2:24][CH2:23][N:22]([C:25]3[N:30]=[C:29]([C:31]([F:34])([F:33])[F:32])[CH:28]=[CH:27][N:26]=3)[CH2:21][CH2:20]2)=[O:18])[CH2:8][CH2:7][C@@H:6]([NH:9]C(=O)OC(C)(C)C)[CH2:5]1)([CH3:3])[CH3:2]>Cl.O1CCOCC1>[CH:1]([C@:4]1([C:17]([N:19]2[CH2:24][CH2:23][N:22]([C:25]3[N:30]=[C:29]([C:31]([F:32])([F:33])[F:34])[CH:28]=[CH:27][N:26]=3)[CH2:21][CH2:20]2)=[O:18])[CH2:8][CH2:7][C@@H:6]([NH2:9])[CH2:5]1)([CH3:3])[CH3:2]. Reported procedure: tert-Butyl [(1R,3S)-3-isopropyl-3-({4-[4-(trifluoromethyl)pyrimidin-2-yl]piperazin-1-yl}carbonyl)cyclopentyl]carbamate (290 mg, 0.60 mmol) was dissolved in a 4.0 M solution of HCl in 1,4-dioxane (10 mL). After being stirred at room temperature for 1 h, the mixture was concentrated to give 270 mg of desired product. MS calculated for C18H26F3N5O: (M+H) 386; found 386.1.